From a dataset of the Open Reaction Database (ORD), a public repository of structured organic reaction records. describe an organic reaction: reactants, conditions, products, and yield Reported procedure: A mixture of 2-chloro-1-pyrroline, prepared as in Example 1, and 19.9 g (0.12 mole) of the aniline product of Example 6 were heated at reflux overnight, according to the general method of Example 8. The title compound was isolated and used for subsequent reactions without further purification. Structure assignment was supported by nmr and infrared spectra. RXN SMILES: Cl[C:2]1[CH2:6][CH2:5][CH2:4][N:3]=1.[CH3:7][C:8]1[CH:14]=[C:13]([N+:15]([O-:17])=[O:16])[CH:12]=[C:11]([CH3:18])[C:9]=1[NH2:10]>>[CH3:7][C:8]1[CH:14]=[C:13]([N+:15]([O-:17])=[O:16])[CH:12]=[C:11]([CH3:18])[C:9]=1[NH:10][C:2]1[CH2:6][CH2:5][CH2:4][N:3]=1. The product is CC1=C(C(=CC(=C1)[N+](=O)[O-])C)NC1=NCCC1 (2-[(2,6-Dimethyl-4-nitrophenyl)amino]-1-pyrroline). Reactants: ClC1=NCCC1 (2-chloro-1-pyrroline), CC1=C(N)C(=CC(=C1)[N+](=O)[O-])C (2,6-Dimethyl-4-nitroaniline). Reactants: ClC1=C(C=CC=C1)C=1C=NC=2N(C1C1=CC=C(C=C1)Cl)N=C(C2C(NC2CCCC2)=O)S(=O)(=O)C (6-(2-chlorophenyl)-7-(4-chlorophenyl)-3-(N-cyclopentylcarbamoyl)-2-methylsulfonyl-pyrazolo[1,5-a]pyrimidine), C[O-].[Na+] (sodium methoxide), O (water), C(C)(=O)OCC (ethyl acetate). Solvent: O1CCCC1.CO (tetrahydrofuran methanol). Conditions: temperature 50 celsius, time 8 hour. Product: ClC1=C(C=CC=C1)C=1C=NC=2N(C1C1=CC=C(C=C1)Cl)N=C(C2C(NC2CCCC2)=O)OC (6-(2-chlorophenyl)-7-(4-chlorophenyl)-3-(N-cyclopentylcarbamoyl)-2-methoxypyrazol o[1,5-a]pyrimidine). Isolated yield 63.0%. As a reaction SMILES: [Cl:1][C:2]1[CH:7]=[CH:6][CH:5]=[CH:4][C:3]=1[C:8]1[CH:9]=[N:10][C:11]2[N:12]([N:21]=[C:22](S(C)(=O)=O)[C:23]=2[C:24](=[O:31])[NH:25][CH:26]2[CH2:30][CH2:29][CH2:28][CH2:27]2)[C:13]=1[C:14]1[CH:19]=[CH:18][C:17]([Cl:20])=[CH:16][CH:15]=1.C[O-].[Na+].O.[C:40](OCC)(=[O:42])C>O1CCCC1.CO>[Cl:1][C:2]1[CH:7]=[CH:6][CH:5]=[CH:4][C:3]=1[C:8]1[CH:9]=[N:10][C:11]2[N:12]([N:21]=[C:22]([O:42][CH3:40])[C:23]=2[C:24](=[O:31])[NH:25][CH:26]2[CH2:30][CH2:29][CH2:28][CH2:27]2)[C:13]=1[C:14]1[CH:19]=[CH:18][C:17]([Cl:20])=[CH:16][CH:15]=1 |f:1.2,5.6|. Procedure: To a solution of the compound obtained in Example 33 (100 mg) in tetrahydrofuran/methanol (3 mL/3 mL) was added sodium methoxide (102 mg) and the mixture was stirred at 50° C. overnight. After cooling to room temperature, to the reaction mixture was added water and ethyl acetate and the mixture was stirred. The organic layer was dried over magnesium sulfate and filtered. The filtrate was concentrated in vacuo and the resultant crude product was purified by a column chromatography on silica gel (... Reactants: C1CCOC1, COC(=O)c1ccccc1COc1ccc(CCNS(=O)(=O)Cc2ccccc2)cc1, [Li+], [OH-], O. The product is O=C(O)c1ccccc1COc1ccc(CCNS(=O)(=O)Cc2ccccc2)cc1. RXN SMILES: [CH2:35]1[O:36][CH2:37][CH2:38][CH2:39]1.[CH2:3]([c:4]1[cH:5][cH:6][cH:7][cH:8][cH:9]1)[S:10](=[O:11])(=[O:12])[NH:13][CH2:14][CH2:15][c:16]1[cH:17][cH:18][c:19]([O:20][CH2:21][c:22]2[c:23]([C:24](=[O:25])[O:26][CH3:27])[cH:28][cH:29][cH:30][cH:31]2)[cH:32][cH:33]1.[Li+:1].[OH-:2].[OH2:34]>>[CH2:3]([c:4]1[cH:5][cH:6][cH:7][cH:8][cH:9]1)[S:10](=[O:11])(=[O:12])[NH:13][CH2:14][CH2:15][c:16]1[cH:17][cH:18][c:19]([O:20][CH2:21][c:22]2[c:23]([C:24](=[O:25])[OH:26])[cH:28][cH:29][cH:30][cH:31]2)[cH:32][cH:33]1. Starting materials: CCOC(=O)CBr, O=C1C(Cc2c(Cl)cc(-c3ccc(O)cc3)cc2Cl)CCN1C1CCCCC1, O=C(O)c1ccc(-c2ccc(CC3CCN(C4CCCCC4)C3=O)c(Cl)c2)cc1, [Na], CN(C)C=O. The product is CCOC(=O)COc1ccc(-c2cc(Cl)c(CC3CCN(C4CCCCC4)C3=O)c(Cl)c2)cc1. As a reaction SMILES: [Br:29][CH2:30][C:31](=[O:32])[O:33][CH2:34][CH3:35].[CH:1]1([N:7]2[C:8](=[O:28])[CH:9]([CH2:12][c:13]3[c:14]([Cl:27])[cH:15][c:16](-[c:20]4[cH:21][cH:22][c:23]([OH:26])[cH:24][cH:25]4)[cH:17][c:18]3[Cl:19])[CH2:10][CH2:11]2)[CH2:2][CH2:3][CH2:4][CH2:5][CH2:6]1.[Cl:37][c:38]1[cH:39][c:40](-[c:41]2[cH:42][cH:43][c:44]([C:45]([OH:46])=[O:47])[cH:48][cH:49]2)[cH:50][cH:51][c:52]1[CH2:53][CH:54]1[CH2:55][CH2:56][N:57]([CH:58]2[CH2:59][CH2:60][CH2:61][CH2:62][CH2:63]2)[C:64]1=[O:65].[Na:36].[O:66]=[CH:67][N:68]([CH3:69])[CH3:70]>>[CH:1]1([N:7]2[C:8](=[O:28])[CH:9]([CH2:12][c:13]3[c:14]([Cl:27])[cH:15][c:16](-[c:20]4[cH:21][cH:22][c:23]([O:26][CH2:30][C:31](=[O:32])[O:33][CH2:34][CH3:35])[cH:24][cH:25]4)[cH:17][c:18]3[Cl:19])[CH2:10][CH2:11]2)[CH2:2][CH2:3][CH2:4][CH2:5][CH2:6]1.